Task: describe an organic reaction: reactants, conditions, products, and yield. Dataset: the Open Reaction Database (ORD), a public repository of structured organic reaction records Starting materials: C(=O)(O)C1=NC=CC=C1C(=O)OC (2-carboxy-3-methoxycarbonyl pyridine), [N+](=O)([O-])C=1C=C(C=O)C=CC1 (3-nitrobenzaldehyde), CC=1C=CC(=CC1)C(C)C (p-cymene). Run at temperature 180 celsius. Yields the product [N+](=O)([O-])C=1C=C(C=CC1)C1OC(C=2C1=NC=CC2)=O (7-(3-nitrophenyl)-furo[3,4-b]pyridin-5-one). Yield: 37.2%. RXN SMILES: C([C:4]1[C:9]([C:10]([O:12][CH3:13])=[O:11])=[CH:8][CH:7]=[CH:6][N:5]=1)(O)=O.[N+:14]([C:17]1[CH:18]=[C:19]([CH:22]=[CH:23][CH:24]=1)C=O)([O-:16])=[O:15].CC1C=CC(C(C)C)=CC=1>>[N+:14]([C:17]1[CH:24]=[C:23]([CH:13]2[C:4]3=[N:5][CH:6]=[CH:7][CH:8]=[C:9]3[C:10](=[O:11])[O:12]2)[CH:22]=[CH:19][CH:18]=1)([O-:16])=[O:15]. Procedure details: A solution of 2,3-pyridinyldicarboxylic anhydride (20 g, 134 mmoles) in 25 ml of anhydrous methanol was refluxed for 30 minutes. The methanol was removed and the two positional isomers (2-carboxy-3-methoxycarbonylpyridine and 2-methoxycarbonyl-3-carboxypyridine) are isolated and separated. The 2-carboxy-3-methoxycarbonyl pyridine was added to a solution of 3-nitrobenzaldehyde (101.35 g, 670 mmoles) in p-cymene (105 ml, 670 mmoles) and heated at 180° C. for 13.5 hours. The solution was cooled, fi... Starting materials: C(C)(C)(C)OC(NCCCNC(C(C)C)C=1N(C(C2=C(N1)N=CC=C2)=O)CC2=CC=CC=C2)=O (N-{3-[1-(3-benzyl-4-oxo-3,4-dihydro-pyrido[2,3-d]pyrimidin-2-yl)-2-methyl-proplyamino]-propyl}-carbamic acid tert butyl ester), CCN(C(C)C)C(C)C (DIEA), C(=O)(C(F)(F)F)O (TFA), C(C)(C)(C)OC(NCCCN(C(C1=CC=C(C=C1)C)=O)C(C(C)C)C=1N(C(C2=C(N1)N=CC=C2)=O)CC2=CC=CC=C2)=O ({3-[[1-(3-benzyl-4-oxo-3,4-dihydro-pyrido[2,3-d]pyrimidin-2-yl)-2-methyl-proply]-(4-methyl-benzoyl)-amino]-propyl}-carbamic acid tert-butyl ester), C1(=CC=C(C=C1)C(=O)Cl)C (p-toluoyl chloride). The solvent is ClCCl (dichloromethane), ClCCl (dichloromethane), ClCCl (dichloromethane), ClCCl (dichloromethane). Reaction conditions: time 8 hour. Yields the product NCCCN(C(C1=CC=C(C=C1)C)=O)C(C(C)C)C=1N(C(C2=C(N1)N=CC=C2)=O)CC2=CC=CC=C2 (N-(3-amino-propyl)-N-[1-(3-benzyl-4-oxo-3,4-dihydro-pyrido[2,3-d]pyrimidin-2-yl)-2-methyl-propyl]-4-methyl-benzamide). As a reaction SMILES: C(OC(=O)NCCCNC(C1N(CC2C=CC=CC=2)C(=O)C2C=CC=NC=2N=1)C(C)C)(C)(C)C.CCN(C(C)C)C(C)C.C1(C)C=CC(C(Cl)=O)=CC=1.C(OC(=O)[NH:60][CH2:61][CH2:62][CH2:63][N:64]([CH:74]([C:78]1[N:79]([CH2:89][C:90]2[CH:95]=[CH:94][CH:93]=[CH:92][CH:91]=2)[C:80](=[O:88])[C:81]2[CH:87]=[CH:86][CH:85]=[N:84][C:82]=2[N:83]=1)[CH:75]([CH3:77])[CH3:76])[C:65](=[O:73])[C:66]1[CH:71]=[CH:70][C:69]([CH3:72])=[CH:68][CH:67]=1)(C)(C)C.C(O)(C(F)(F)F)=O>ClCCl>[NH2:60][CH2:61][CH2:62][CH2:63][N:64]([CH:74]([C:78]1[N:79]([CH2:89][C:90]2[CH:91]=[CH:92][CH:93]=[CH:94][CH:95]=2)[C:80](=[O:88])[C:81]2[CH:87]=[CH:86][CH:85]=[N:84][C:82]=2[N:83]=1)[CH:75]([CH3:76])[CH3:77])[C:65](=[O:73])[C:66]1[CH:71]=[CH:70][C:69]([CH3:72])=[CH:68][CH:67]=1. Procedure details: To a mixture of N-{3-[1-(3-benzyl-4-oxo-3,4-dihydro-pyrido[2,3-d]pyrimidin-2-yl)-2-methyl-proplyamino]-propyl}-carbamic acid tert butyl ester (110 mg, 0.236 mmol), DIEA (82 μL, 0.473 mmol) and dichloromethane (2 mL) was added p-toluoyl chloride (47 μL, 0.354 mmol) dropwise. The reaction mixture was stirred at room temperature overnight, and then diluted with dichloromethane and washed with saturated sodium bicarbonate, water and brine. After concentration, the residue was subjected to flash sili...